describe an organic reaction: reactants, conditions, products, and yield From a dataset of the Open Reaction Database (ORD), a public repository of structured organic reaction records. Starting materials: O=C(c1ccccc1)c1ccc(CBr)cc1, CCc1nc2nc(C)cc(C)c2[nH]1, [Li+], CN(C)C=O, [OH-], O. Product: CCc1nc2c(C)cc(C)nc2n1Cc1ccc(C(=O)c2ccccc2)cc1. As a reaction SMILES: [Br:1][CH2:2][c:3]1[cH:4][cH:5][c:6]([C:7](=[O:8])[c:9]2[cH:10][cH:11][cH:12][cH:13][cH:14]2)[cH:15][cH:16]1.[CH2:17]([CH3:18])[c:19]1[nH:20][c:21]2[c:22]([n:23][c:24]([CH3:28])[cH:25][c:26]2[CH3:27])[n:29]1.[Li+:32].[O:33]=[CH:34][N:35]([CH3:36])[CH3:37].[OH-:31].[OH2:30]>>[CH2:2]([c:3]1[cH:4][cH:5][c:6]([C:7](=[O:8])[c:9]2[cH:10][cH:11][cH:12][cH:13][cH:14]2)[cH:15][cH:16]1)[n:29]1[c:19]([CH2:17][CH3:18])[n:20][c:21]2[c:22]1[n:23][c:24]([CH3:28])[cH:25][c:26]2[CH3:27]. As a reaction SMILES: [ClH:1].[NH:2]1[CH:6]=[C:5]([CH2:7][N:8]2[C:14]3C=CC(C4C=CC=CC=4)=[CH:18][C:13]=3[CH2:12][N:11](C(C3C4C(=CC=CC=4)C=CC=3)=O)[CH2:10][CH2:9]2)[N:4]=[CH:3]1.Cl.N1C=C(CN2C3C=CC=CC=3CN(C([C:57]3[C:66]4[C:61](=[CH:62][CH:63]=[CH:64]C=4)[CH:60]=[CH:59][CH:58]=3)=O)CC2)N=C1.[CH:67]([C:69]1[N:70]=[CH:71][NH:72][CH:73]=1)=O.C(O[BH-](OC(=O)C)OC(=O)C)(=O)C.[Na+]>C(Cl)Cl>[ClH:1].[ClH:1].[NH:72]1[CH:73]=[C:69]([CH2:67][N:11]2[C:12]3[CH:64]=[CH:63][C:62]([C:61]4[CH:66]=[CH:57][CH:58]=[CH:59][CH:60]=4)=[CH:18][C:13]=3[CH2:14][N:8]([CH2:7][C:5]3[N:4]=[CH:3][NH:2][CH:6]=3)[CH2:9][CH2:10]2)[N:70]=[CH:71]1 |f:0.1,2.3,5.6,8.9.10|. Run in C(Cl)Cl (methylene chloride). Reactants: Cl.N1C=NC(=C1)CN1CCN(CC2=C1C=CC(=C2)C2=CC=CC=C2)C(=O)C2=CC=CC1=CC=CC=C21 (2,3,4,5-Tetrahydro-1-(1H-imidazol-4-ylmethyl)-4-(1-naphthalenylcarbonyl)-7-phenyl-1H-1,4-benzodiazepine, hydrochloride), Cl.N1C=NC(=C1)CN1CCN(CC2=C1C=CC=C2)C(=O)C2=CC=CC1=CC=CC=C21 (2,3,4,5-Tetrahydro-1-(1H-imidazol-4-ylmethyl)-4-(1-naphthalenylcarbonyl)-1H-1,4-benzodiazepine, hydrochloride), C(=O)C=1N=CNC1 (4-formylimidazole), C(C)(=O)O[BH-](OC(C)=O)OC(C)=O.[Na+] (sodium triacetoxyborohydride). Procedure: Example 45 was prepared as an off white solid from Compound B of Example 12 as described for Compound D of Example 1, using methylene chloride as solvent, 4.3 equivalents of 4-formylimidazole, 4.3 equivalents of sodium triacetoxyborohydride and with stirring for 4 hours. Product: Cl.Cl.N1C=NC(=C1)CN1CCN(CC2=C1C=CC(=C2)C2=CC=CC=C2)CC=2N=CNC2 (2,3,4,5-Tetrahydro-1,4-bis(1H-imidazol-4-ylmethyl)-7-phenyl-1H-1,4-benzodiazepine, dihydrochloride).